describe an organic reaction: reactants, conditions, products, and yield From a dataset of the Open Reaction Database (ORD), a public repository of structured organic reaction records. Reactants: BrC=1C=C2C(=NC1)N(C=N2)CC2=CC1=C(N=C(O1)S(=O)C)C=C2 (6-((6-bromo-3H-imidazo[4,5-b]pyridin-3-yl)methyl)-2-(methylsulfinyl)benzo[d]oxazole), N[C@H]1[C@@H](CCCC1)O ((1R,2R)-(−)-2-aminocyclohexanol), CCN(C(C)C)C(C)C (DIEA). Run in CC(=O)N(C)C (DMA). Reaction conditions: temperature 120 celsius. The product is BrC=1C=C2C(=NC1)N(C=N2)CC2=CC1=C(N=C(O1)N[C@H]1[C@@H](CCCC1)O)C=C2 ((1R,2R)-2-((6-((6-bromo-3H-imidazo[4,5-b]pyridin-3-yl)methyl)benzo[d]oxazol-2-yl)amino)cyclohexanol). Isolated yield 37.7%. RXN SMILES: [Br:1][C:2]1[CH:3]=[C:4]2[N:10]=[CH:9][N:8]([CH2:11][C:12]3[CH:23]=[CH:22][C:15]4[N:16]=[C:17](S(C)=O)[O:18][C:14]=4[CH:13]=3)[C:5]2=[N:6][CH:7]=1.[NH2:24][C@@H:25]1[CH2:30][CH2:29][CH2:28][CH2:27][C@H:26]1[OH:31].CCN(C(C)C)C(C)C>CC(N(C)C)=O>[Br:1][C:2]1[CH:3]=[C:4]2[N:10]=[CH:9][N:8]([CH2:11][C:12]3[CH:23]=[CH:22][C:15]4[N:16]=[C:17]([NH:24][C@@H:25]5[CH2:30][CH2:29][CH2:28][CH2:27][C@H:26]5[OH:31])[O:18][C:14]=4[CH:13]=3)[C:5]2=[N:6][CH:7]=1. Reported procedure: A stirred mixture of 6-((6-bromo-3H-imidazo[4,5-b]pyridin-3-yl)methyl)-2-(methylsulfinyl)benzo[d]oxazole (150 mg, 0.384 mmol) from Step 3 of this Example, (1R,2R)-(−)-2-aminocyclohexanol (88 mg, 0.768 mmol), and DIEA (99 mg, 0.768 mmol) in anhydrous DMA (3 mL) in a sealed vial was heated in a Biotage microwave synthesizer at 120° C. for 30 min. After the reaction mixture was cooled to rt, it was purified directly by reverse-phase HPLC using a mixture of water (5% CH3CN, 0.05% HCOOH) and CH3CN (0... The reactants are CNC, CO, CC(C)O, Cc1nc(Cl)ccc1C(=O)N1CCN(S(=O)(=O)c2ccc(C(F)(F)F)cc2)CC1C. Product: Cl, Cc1nc(N(C)C)ccc1C(=O)N1CCN(S(=O)(=O)c2ccc(C(F)(F)F)cc2)CC1C. Reaction SMILES: [CH3:31][NH:32][CH3:33].[CH3:34][OH:35].[CH:36]([OH:37])([CH3:38])[CH3:39].[Cl:1][c:2]1[cH:3][cH:4][c:5]([C:9](=[O:10])[N:11]2[CH:12]([CH3:30])[CH2:13][N:14]([S:17](=[O:18])(=[O:19])[c:20]3[cH:21][cH:22][c:23]([C:26]([F:27])([F:28])[F:29])[cH:24][cH:25]3)[CH2:15][CH2:16]2)[c:6]([CH3:8])[n:7]1>>[ClH:1].[c:2]1([N:32]([CH3:31])[CH3:33])[cH:3][cH:4][c:5]([C:9](=[O:10])[N:11]2[CH:12]([CH3:30])[CH2:13][N:14]([S:17](=[O:18])(=[O:19])[c:20]3[cH:21][cH:22][c:23]([C:26]([F:27])([F:28])[F:29])[cH:24][cH:25]3)[CH2:15][CH2:16]2)[c:6]([CH3:8])[n:7]1. Starting materials: FC1=C(C=CC=C1)NC(NC1=CC=C(C=C1)C=1C=C2CN(C(C2=CC1)=O)[C@H](C(=O)OC)C(C)C)=S ((S)-Methyl 2-(5-(4-(3-(2-fluorophenyl)thioureido)phenyl)-1-oxoisoindolin-2-yl)-3-methylbutanoate), NC1=CC=C(C=C1)C=1C=C2CN(C(C2=CC1)=O)[C@H](C(=O)OC)C(C)C ((S)-Methyl 2-(5-(4-aminophenyl)-1-oxoisoindolin-2-yl)-3-methylbutanoate), COC1=CC=C(C=C1)N=C=S (4-methoxy phenyl isothiocyanate), compound, compound. Product: COC1=CC=C(C=C1)NC(NC1=CC=C(C=C1)C=1C=C2CN(C(C2=CC1)=O)[C@H](C(=O)OC)C(C)C)=S ((S)-Methyl 2-(5-(4-(3-(4-methoxyphenyl)thioureido)phenyl)-1-oxoisoindolin-2-yl)-3-methylbutanoate). Reaction SMILES: F[C:2]1[CH:7]=[CH:6][CH:5]=[CH:4][C:3]=1[NH:8][C:9](=[S:35])[NH:10][C:11]1[CH:16]=[CH:15][C:14]([C:17]2[CH:18]=[C:19]3[C:23](=[CH:24][CH:25]=2)[C:22](=[O:26])[N:21]([C@@H:27]([CH:32]([CH3:34])[CH3:33])[C:28]([O:30][CH3:31])=[O:29])[CH2:20]3)=[CH:13][CH:12]=1.NC1C=CC(C2C=C3C(=CC=2)[C:48](=[O:52])N([C@@H](C(C)C)C(OC)=O)C3)=CC=1.COC1C=CC(N=C=S)=CC=1>>[CH3:48][O:52][C:6]1[CH:5]=[CH:4][C:3]([NH:8][C:9](=[S:35])[NH:10][C:11]2[CH:16]=[CH:15][C:14]([C:17]3[CH:18]=[C:19]4[C:23](=[CH:24][CH:25]=3)[C:22](=[O:26])[N:21]([C@@H:27]([CH:32]([CH3:34])[CH3:33])[C:28]([O:30][CH3:31])=[O:29])[CH2:20]4)=[CH:13][CH:12]=2)=[CH:2][CH:7]=1. Reported procedure: The compound of example 260 was prepared analogous to compound of example 256 by reaction of compound of example 223 with 4-methoxy phenyl isothiocyanate. The compound of example 260 was used directly without isolation for the preparation of compound of example 261. The reactants are FC(C(=O)NCCOC1=CC(=CC=C1)C#CC1(CCC1)O)(F)F (2,2,2-Trifluoro-N-(2-(3-(2-(1-hydroxy cyclobutyl)ethynyl)phenoxy)ethyl)acetamide). Run in CCO (EtOH). Reaction conditions: time 8 hour. Yields the product FC(C(=O)NCCOC1=CC(=CC=C1)CCC1(CCC1)O)(F)F (2,2,2-trifluoro-N-(2-(3-(2-(1-hydroxycyclobutyl)ethyl)phenoxy)ethyl)acetamide). Reaction SMILES: [F:1][C:2]([F:23])([F:22])[C:3]([NH:5][CH2:6][CH2:7][O:8][C:9]1[CH:14]=[CH:13][CH:12]=[C:11]([C:15]#[C:16][C:17]2([OH:21])[CH2:20][CH2:19][CH2:18]2)[CH:10]=1)=[O:4]>CCO>[F:1][C:2]([F:22])([F:23])[C:3]([NH:5][CH2:6][CH2:7][O:8][C:9]1[CH:14]=[CH:13][CH:12]=[C:11]([CH2:15][CH2:16][C:17]2([OH:21])[CH2:18][CH2:19][CH2:20]2)[CH:10]=1)=[O:4]. Reported procedure: A solution of 2,2,2-Trifluoro-N-(2-(3-(2-(1-hydroxy cyclobutyl)ethynyl)phenoxy)ethyl)acetamide (0.45 g, 1.9 mmol) in EtOH (20 mL) was degassed and purged with nitrogen. To this was added Pd on C (0.09 g, 10%) and the flask was evacuated and filled with hydrogen. The resulting reaction mixture was stirred at room temperature under hydrogen balloon overnight. This was followed by filteration through a pad of Celite. The filter cake was washed with ethanol and the filtrate concentrated to afford 2,... The reactants are BrC=1C=[N+](C=CC1[N+](=O)[O-])[O-] (3-bromo-4-nitropyridin-N-oxide), ClC1=C(CO)C=CC(=C1)Cl (2,4-dichlorobenzyl alcohol). Product: ClC1=C(COC=2C=NC=CC2[N+](=O)[O-])C=CC(=C1)Cl (3-(2,4-dichlorobenzyloxy)-4-nitropyridine). Isolated yield 68.2%. RXN SMILES: Br[C:2]1[CH:3]=[N+:4]([O-])[CH:5]=[CH:6][C:7]=1[N+:8]([O-:10])=[O:9].[Cl:12][C:13]1[CH:20]=[C:19]([Cl:21])[CH:18]=[CH:17][C:14]=1[CH2:15][OH:16]>>[Cl:12][C:13]1[CH:20]=[C:19]([Cl:21])[CH:18]=[CH:17][C:14]=1[CH2:15][O:16][C:2]1[CH:3]=[N:4][CH:5]=[CH:6][C:7]=1[N+:8]([O-:10])=[O:9]. Procedure details: In accordance with the same procedures as in Steps 3 and 4 of Preparation 1, except for using 3-bromo-4-nitropyridin-N-oxide prepared in Step 2 of Preparation 1 and 2,4-dichlorobenzyl alcohol, the titled compound was obtained (Yield: 68.2%). Starting materials: C[Si](C)(C)C=[N+]=[N-], CO, O=C(O)C1CCC(O)CC1, Cc1ccccc1. The product is COC(=O)C1CCC(O)CC1. Reaction SMILES: [CH3:11][Si:12]([CH:13]=[N+:14]=[N-:15])([CH3:16])[CH3:17].[CH3:18][OH:19].[OH:1][CH:2]1[CH2:3][CH2:4][CH:5]([C:8](=[O:9])[OH:10])[CH2:6][CH2:7]1.[c:20]1([CH3:21])[cH:22][cH:23][cH:24][cH:25][cH:26]1>>[OH:1][CH:2]1[CH2:3][CH2:4][CH:5]([C:8](=[O:9])[O:10][CH3:11])[CH2:6][CH2:7]1. Run at temperature 70 celsius, time 8 hour. RXN SMILES: [CH:1]([C:3]1[CH:4]=[C:5]([CH:11]=[CH:12][C:13]=1[OH:14])[C:6]([O:8][CH2:9][CH3:10])=[O:7])=O.Br[CH2:16][C:17](=[O:19])[CH3:18].C(=O)([O-])[O-].[K+].[K+].O>C(#N)C>[C:17]([C:18]1[O:14][C:13]2[CH:12]=[CH:11][C:5]([C:6]([O:8][CH2:9][CH3:10])=[O:7])=[CH:4][C:3]=2[CH:1]=1)(=[O:19])[CH3:16] |f:2.3.4|. Solvent: C(C)#N (acetonitrile). The yield is 246.8%. Procedure: To a solution of ethyl 3-formyl-4-hydroxybenzoate (4.00 g, 11.5 mmol) in acetonitrile (85 mL) were added bromoacetone (9.68 g, 64.1 mmol) and potassium carbonate (14.7 g, 106 mmol), and the mixture was stirred at 70° C. overnight. Water was added to the reaction mixture, and the mixture was extracted twice with ethyl acetate. The extract was washed with saturated brine, and dried over anhydrous magnesium sulfate. The solution was passed through silica gel. The solvent was evaporated under reduce... Yields the product C(C)(=O)C=1OC2=C(C1)C=C(C=C2)C(=O)OCC (ethyl 2-acetyl-1-benzofuran-5-carboxylate). Starting materials: C(=O)C=1C=C(C(=O)OCC)C=CC1O (ethyl 3-formyl-4-hydroxybenzoate), BrCC(C)=O (bromoacetone), C([O-])([O-])=O.[K+].[K+] (potassium carbonate), O (Water).